From a dataset of the Open Reaction Database (ORD), a public repository of structured organic reaction records. describe an organic reaction: reactants, conditions, products, and yield Starting materials: Nc1ccc(Br)cc1, COC=CC(=O)Cl, ClCCl, c1ccncc1. The product is COC=CC(=O)Nc1ccc(Br)cc1. Reaction SMILES: [Br:1][c:2]1[cH:3][cH:4][c:5]([NH2:6])[cH:7][cH:8]1.[CH3:15][O:16][CH:17]=[CH:18][C:19](=[O:20])[Cl:21].[Cl:22][CH2:23][Cl:24].[cH:9]1[cH:10][cH:11][n:12][cH:13][cH:14]1>>[Br:1][c:2]1[cH:3][cH:4][c:5]([NH:6][C:19]([CH:18]=[CH:17][O:16][CH3:15])=[O:20])[cH:7][cH:8]1. Starting materials: BrCc1ccccc1, O=C(Nc1cccn(O)c1=O)OCc1ccccc1, [K+], [K+], O=C([O-])[O-], CN(C)C=O, O. Product: O=C(Nc1cccn(OCc2ccccc2)c1=O)OCc1ccccc1. Reaction SMILES: [Br:26][CH2:27][c:28]1[cH:29][cH:30][cH:31][cH:32][cH:33]1.[CH2:1]([c:2]1[cH:3][cH:4][cH:5][cH:6][cH:7]1)[O:8][C:9]([NH:10][c:11]1[c:12](=[O:18])[n:13]([OH:17])[cH:14][cH:15][cH:16]1)=[O:19].[K+:20].[K+:21].[O-:22][C:23]([O-:24])=[O:25].[O:34]=[CH:35][N:36]([CH3:37])[CH3:38].[OH2:39]>>[CH2:1]([c:2]1[cH:3][cH:4][cH:5][cH:6][cH:7]1)[O:8][C:9]([NH:10][c:11]1[c:12](=[O:18])[n:13]([O:17][CH2:27][c:28]2[cH:29][cH:30][cH:31][cH:32][cH:33]2)[cH:14][cH:15][cH:16]1)=[O:19].